Dataset: the Open Reaction Database (ORD), a public repository of structured organic reaction records. Task: describe an organic reaction: reactants, conditions, products, and yield Reactants: C(C=C)C1(CC(C1)C)O[Si](C)(C)C(C)(C)C ((1-Allyl-3-methylcyclobutoxy)(tert-butyl)dimethylsilane), Cupric sulfate, CC(C)(C)[S@@](=O)N ((r)-(+)-2-methyl-2-propanesulfinamide), I(=O)(=O)(=O)[O-].[Na+] (Sodium periodate), C[N+]1(CCOCC1)[O-] (4-methylmorpholine oxide). Reagents/catalysts: [Os](=O)(=O)(=O)=O (osmium tetroxide). The solvent is O (water), CC(C)(C)O.O.C1CCOC1 (t-BuOH H2O THF). Conditions: time 6 hour. Product: [Si](C)(C)(C(C)(C)C)OC1(CC(C1)C)C\C=N\S(=O)C(C)(C)C ((E)-N-(2-(1-(tert-butyldimethylsilyloxy)-3-methylcyclobutyl)ethylidene)-2-methylpropane-2-sulfinamide). Reaction SMILES: [CH2:1]([C:4]1([O:9][Si:10]([C:13]([CH3:16])([CH3:15])[CH3:14])([CH3:12])[CH3:11])[CH2:7][CH:6]([CH3:8])[CH2:5]1)[CH:2]=C.C[N+]1([O-])CCOCC1.I([O-])(=O)(=O)=O.[Na+].[CH3:31][C:32]([S@:35]([NH2:37])=[O:36])([CH3:34])[CH3:33]>CC(O)(C)C.O.C1COCC1.O.[Os](=O)(=O)(=O)=O>[Si:10]([O:9][C:4]1([CH2:1]/[CH:2]=[N:37]/[S:35]([C:32]([CH3:34])([CH3:33])[CH3:31])=[O:36])[CH2:5][CH:6]([CH3:8])[CH2:7]1)([C:13]([CH3:14])([CH3:15])[CH3:16])([CH3:11])[CH3:12] |f:2.3,5.6.7|. Procedure: (1-Allyl-3-methylcyclobutoxy)(tert-butyl)dimethylsilane (4.1000 g, 17.05 mmol) was dissolved in 150 ml of t-BuOH/H2O/THF (2/2/1) and osmium tetroxide (10.84 ml, 0.8525 mmol, 2.5 wt %) and 4-methylmorpholine oxide (2.996 g, 25.58 mmol) were added. The mixture was stirred for 6 h and the mixture was diluted with 250 ml water and extracted with EtOAc. The combined organic extracts were evaporated and re-dissolved in 150 ml of t-BuOH/H2O/THF (2/2/1). Sodium periodate (4.741 g, 22.17 mmol) was added ... Starting materials: CC[O-], COc1ccc(CBr)cc1, CCO, [Na+], CC(C)COC(=O)NO. Yields the product COc1ccc(CONC(=O)OCC(C)C)cc1. As a reaction SMILES: [CH3:11][CH2:12][O-:13].[CH3:14][O:15][c:16]1[cH:17][cH:18][c:19]([CH2:20][Br:21])[cH:22][cH:23]1.[CH3:24][CH2:25][OH:26].[Na+:10].[OH:1][NH:2][C:3]([O:4][CH2:5][CH:6]([CH3:7])[CH3:8])=[O:9]>>[O:1]([NH:2][C:3]([O:4][CH2:5][CH:6]([CH3:7])[CH3:8])=[O:9])[CH2:20][c:19]1[cH:18][cH:17][c:16]([O:15][CH3:14])[cH:23][cH:22]1. Reactants: C(C=C)(=O)O[C@H](COCC1=CC=CC=C1)C=C ((S)-1-(Benzyloxy)-but-3-en-2-yl acrylate). The reagents and catalysts are Cl[Ru]([P](C1CCCCC1)(C2CCCCC2)C3CCCCC3)(=CC4=CC=CC=C4)(Cl)=C5N(C6=C(C)C=C(C)C=C6C)CCN5C7=C(C)C=C(C)C=C7C (second generation Grubbs' catalyst). Solvent: C(Cl)Cl (CH2Cl2). Yields the product C(C1=CC=CC=C1)OC[C@@H]1C=CC(O1)=O ((5S)-5-(Benzyloxymethyl)-5H-furan-2-one). The yield is 98.5%. RXN SMILES: [C:1]([O:5][C@@H:6]([CH:16]=[CH2:17])[CH2:7][O:8][CH2:9][C:10]1[CH:15]=[CH:14][CH:13]=[CH:12][CH:11]=1)(=[O:4])C=C>C(Cl)Cl.Cl[Ru](=C1N(C2C(C)=CC(C)=CC=2C)CCN1C1C(C)=CC(C)=CC=1C)(Cl)(=CC1C=CC=CC=1)[P](C1CCCCC1)(C1CCCCC1)C1CCCCC1>[CH2:9]([O:8][CH2:7][C@H:6]1[O:5][C:1](=[O:4])[CH:17]=[CH:16]1)[C:10]1[CH:11]=[CH:12][CH:13]=[CH:14][CH:15]=1 |^1:53|. Procedure details: To a solution of acrylate (12) (1.87 g, 8.05 mmol) in CH2Cl2 (700 mL) was added second generation Grubbs' catalyst (4 mol %, 170 mg, 0.322 mmol). The reaction mixture was refluxed for 5 hours, and the solvent then was removed under reduced pressure. Column chromatography on silica gel (30% EtOAc in hexanes as the eluent) yielded the furanone (13) (1.62 g, 98%) as a brown oil, Rf=0.15 (30% EtOAc in hexanes), [α]25D −81.3° (c 1.09, MeOH); 1H-NMR (500 MHz, CDCl3) δ: 3.66 (dd, 1H, J=5.0, 5.5 Hz), 3.... Reactants: CC(=O)NC1c2ccccc2-c2[nH]c(=O)c3nccn3c21, CO, Cl, O. Yields the product Cl, NC1c2ccccc2-c2[nH]c(=O)c3nccn3c21. Reaction SMILES: [C:1](=[O:2])([CH3:3])[NH:4][CH:5]1[c:6]2[cH:7][cH:8][cH:9][cH:10][c:11]2-[c:12]2[nH:13][c:14](=[O:21])[c:15]3[n:16]([c:17]21)[cH:18][cH:19][n:20]3.[CH3:24][OH:25].[ClH:22].[OH2:23]>>[ClH:22].[NH2:4][CH:5]1[c:6]2[cH:7][cH:8][cH:9][cH:10][c:11]2-[c:12]2[nH:13][c:14](=[O:21])[c:15]3[n:16]([c:17]21)[cH:18][cH:19][n:20]3. Reactants: ClC1=C(NC(=C1Cl)C)C(=O)OC1CCN(CC1)C1=NC(=CC(=C1)C#N)Cl (1-(6-Chloro-4-cyanopyridin-2-yl)piperidin-4-yl 3,4-dichloro-5-methyl-1H-pyrrole-2-carboxylate), [N-]=[N+]=[N-].[Na+] (sodium azide), [Cl-].[NH4+] (ammonium chloride). The solvent is CN(C)C=O (DMF). Run at temperature 120 celsius. Product: ClC1=C(NC(=C1Cl)C)C(=O)OC1CCN(CC1)C1=NC(=CC(=C1)C1=NN=NN1)Cl (1-[6-Chloro-4-(1H-tetrazol-5-yl)pyridin-2-yl]piperidin-4-yl 3,4-dichloro-5-methyl-1H-pyrrole-2-carboxylate). Reaction SMILES: [Cl:1][C:2]1[C:6]([Cl:7])=[C:5]([CH3:8])[NH:4][C:3]=1[C:9]([O:11][CH:12]1[CH2:17][CH2:16][N:15]([C:18]2[CH:23]=[C:22]([C:24]#[N:25])[CH:21]=[C:20]([Cl:26])[N:19]=2)[CH2:14][CH2:13]1)=[O:10].[N-:27]=[N+:28]=[N-:29].[Na+].[Cl-].[NH4+]>CN(C=O)C>[Cl:1][C:2]1[C:6]([Cl:7])=[C:5]([CH3:8])[NH:4][C:3]=1[C:9]([O:11][CH:12]1[CH2:13][CH2:14][N:15]([C:18]2[CH:23]=[C:22]([C:24]3[NH:29][N:28]=[N:27][N:25]=3)[CH:21]=[C:20]([Cl:26])[N:19]=2)[CH2:16][CH2:17]1)=[O:10] |f:1.2,3.4|. Procedure: 1-(6-Chloro-4-cyanopyridin-2-yl)piperidin-4-yl 3,4-dichloro-5-methyl-1H-pyrrole-2-carboxylate (Example 308, 64 mg, 0.154 mmol), sodium azide (12 mg, 0.185 mmol) and ammonium chloride (8.3 mg, 0.154 mmol) were dissolved in anhydrous DMF (2 ml) and the mixture was heated at 120° C. for 8 h. The mixture was filtered and purified my semi-preparative reverse phase HPLC eluting with CH3CN/H2O (0.1% TFA) (48 mg). Starting materials: CC(C)(C)OC(=O)Nc1cc(OCCOC2CCCCO2)c(I)cc1[N+](=O)[O-], C#Cc1ccccc1. Yields the product CC(C)(C)OC(=O)Nc1cc(OCCOC2CCCCO2)c(C#Cc2ccccc2)cc1[N+](=O)[O-]. As a reaction SMILES: [C:1]([CH3:2])([CH3:3])([CH3:4])[O:5][C:6]([NH:7][c:8]1[c:9]([N+:25](=[O:26])[O-:27])[cH:10][c:11]([I:24])[c:12]([O:14][CH2:15][CH2:16][O:17][CH:18]2[O:19][CH2:20][CH2:21][CH2:22][CH2:23]2)[cH:13]1)=[O:28].[c:29]1([C:35]#[CH:36])[cH:30][cH:31][cH:32][cH:33][cH:34]1>>[C:1]([CH3:2])([CH3:3])([CH3:4])[O:5][C:6]([NH:7][c:8]1[c:9]([N+:25](=[O:26])[O-:27])[cH:10][c:11]([C:36]#[C:35][c:29]2[cH:30][cH:31][cH:32][cH:33][cH:34]2)[c:12]([O:14][CH2:15][CH2:16][O:17][CH:18]2[O:19][CH2:20][CH2:21][CH2:22][CH2:23]2)[cH:13]1)=[O:28].